This data is from the Open Reaction Database (ORD), a public repository of structured organic reaction records. The task is: describe an organic reaction: reactants, conditions, products, and yield The reactants are C(CCC)[Sn](C(=C)OCC)(CCCC)CCCC (tributyl(1-ethoxyvinyl)tin), BrC=1C(=C2C(N=C(O2)C2CC2)=C(C1C)C#N)F (6-Bromo-2-cyclopropyl-7-fluoro-5-methyl-1,3-benzoxazole-4-carbonitrile). Reagents/catalysts: Cl[Pd]([P](C1=CC=CC=C1)(C2=CC=CC=C2)C3=CC=CC=C3)([P](C4=CC=CC=C4)(C5=CC=CC=C5)C6=CC=CC=C6)Cl (bis(triphenylphosphine)palladium(II) dichloride), C(C)(C)(C)C1(CC=CC(=C1O)C(C)(C)C)C (2,6-di-tert-butylcresol). The solvent is C1(=CC=CC=C1)C (toluene). Product: C1(CC1)C=1OC=2C(N1)=C(C(=C(C2F)C(=C)OCC)C)C#N (2-Cyclopropyl-6-[1-(ethoxy)ethenyl]-7-fluoro-5-methyl-1,3-benzoxazole-4-carbonitrile). Yield: 108.5%. Reaction SMILES: Br[C:2]1[C:3]([F:17])=[C:4]2[O:8][C:7]([CH:9]3[CH2:11][CH2:10]3)=[N:6][C:5]2=[C:12]([C:15]#[N:16])[C:13]=1[CH3:14].C([Sn](CCCC)(CCCC)[C:23]([O:25][CH2:26][CH3:27])=[CH2:24])CCC>C1(C)C=CC=CC=1.Cl[Pd](Cl)([P](C1C=CC=CC=1)(C1C=CC=CC=1)C1C=CC=CC=1)[P](C1C=CC=CC=1)(C1C=CC=CC=1)C1C=CC=CC=1.C(C1(C)C(O)=C(C(C)(C)C)C=CC1)(C)(C)C>[CH:9]1([C:7]2[O:8][C:4]3[C:5](=[C:12]([C:15]#[N:16])[C:13]([CH3:14])=[C:2]([C:23]([O:25][CH2:26][CH3:27])=[CH2:24])[C:3]=3[F:17])[N:6]=2)[CH2:11][CH2:10]1 |^1:45,64|. Procedure: 6-Bromo-2-cyclopropyl-7-fluoro-5-methyl-1,3-benzoxazole-4-carbonitrile (I-77) (8.88 g, 30.08 mmol) was dissolved in toluene (130 ml), then tributyl(1-ethoxyvinyl)tin (11.2 ml, 33.09 mmol) and 2,6-di-tert-butylcresol (66 mg, 0.30 mmol) and bis(triphenylphosphine)palladium(II) dichloride (1.06 g, 1.50 mmol) were added, followed by heating under reflux for 17 hours under nitrogen atmosphere. The reaction liquid was cooled, the insoluble matter was separated by filtration through Celite, the solvent... The reactants are CN1CCC(Oc2ccc(C(F)(F)F)cc2)C(c2ccccc2)C1, O=C(Cl)OCC(Cl)(Cl)Cl, c1ccccc1. Yields the product O=C(OCC(Cl)(Cl)Cl)N1CCC(Oc2ccc(C(F)(F)F)cc2)C(c2ccccc2)C1. RXN SMILES: [CH3:10][N:11]1[CH2:12][CH:13]([c:28]2[cH:29][cH:30][cH:31][cH:32][cH:33]2)[CH:14]([O:17][c:18]2[cH:19][cH:20][c:21]([C:24]([F:25])([F:26])[F:27])[cH:22][cH:23]2)[CH2:15][CH2:16]1.[Cl:1][C:2](=[O:3])[O:4][CH2:5][C:6]([Cl:7])([Cl:8])[Cl:9].[cH:34]1[cH:35][cH:36][cH:37][cH:38][cH:39]1>>[C:2](=[O:3])([O:4][CH2:5][C:6]([Cl:7])([Cl:8])[Cl:9])[N:11]1[CH2:12][CH:13]([c:28]2[cH:29][cH:30][cH:31][cH:32][cH:33]2)[CH:14]([O:17][c:18]2[cH:19][cH:20][c:21]([C:24]([F:25])([F:26])[F:27])[cH:22][cH:23]2)[CH2:15][CH2:16]1. The reactants are C1(=CC=CC=C1)C(CN1C[C@H](CCC1)C(=O)OCC)C1=CC=CC=C1 (Ethyl 1-(2,2-Diphenylethyl)-3(S)-piperidine carboxylate), [H-].[Al+3].[Li+].[H-].[H-].[H-] (lithium aluminum hydride). The solvent is CCOCC (ether), CCOCC (ether). Conditions: time 2 hour. Product: C1(=CC=CC=C1)C(CN1C[C@H](CCC1)CO)C1=CC=CC=C1 (1-(2,2-Diphenylethyl)-3(S)-hydroxymethyl-piperidine). RXN SMILES: [C:1]1([CH:7]([C:20]2[CH:25]=[CH:24][CH:23]=[CH:22][CH:21]=2)[CH2:8][N:9]2[CH2:14][CH2:13][CH2:12][C@H:11]([C:15](OCC)=[O:16])[CH2:10]2)[CH:6]=[CH:5][CH:4]=[CH:3][CH:2]=1.[H-].[Al+3].[Li+].[H-].[H-].[H-]>CCOCC>[C:1]1([CH:7]([C:20]2[CH:25]=[CH:24][CH:23]=[CH:22][CH:21]=2)[CH2:8][N:9]2[CH2:14][CH2:13][CH2:12][C@H:11]([CH2:15][OH:16])[CH2:10]2)[CH:2]=[CH:3][CH:4]=[CH:5][CH:6]=1 |f:1.2.3.4.5.6|. Reported procedure: Ethyl 1-(2,2-Diphenylethyl)-3(S)-piperidine carboxylate (4.90 g, 0.014 mol) dissolved in dry ether (40 mL) was added to a suspension of lithium aluminum hydride (1.93 g, 0.051 mol) in dry ether (40 mL). The solution was refluxed until the starting material was consumed and then was quenched with saturated potassium sodium tartrate solution (100 mL) and stirred for 2 hr. The layers were separated and the aqueous layer extracted with ether (2×). The combined organic extracts were dried (MgSO4) and...